Dataset: the Open Reaction Database (ORD), a public repository of structured organic reaction records. Task: describe an organic reaction: reactants, conditions, products, and yield Reactants: CC(=O)O (HOAc), N1CCOCC1 (Morpholine), [N+](=O)([O-])C1C(C2=CC=CC=C2C1)=O (nitroindanone), C1(=CC=CC=C1)C (toluene), [BH3-]C#N.[Na+] (NaBH3CN). Reaction conditions: time 8 hour. Product: [N+](=O)([O-])C=1C=C2CC(CC2=CC1)N1CCOCC1 (4-(5-nitro-indan-2-yl)-morpholine). RXN SMILES: [NH:1]1[CH2:6][CH2:5][O:4][CH2:3][CH2:2]1.[N+:7](C1CC2C(=CC=CC=2)C1=O)([O-:9])=[O:8].[BH3-]C#N.[Na+].[CH3:24][C:25](O)=O.[C:28]1([CH3:34])[CH:33]=[CH:32][CH:31]=[CH:30][CH:29]=1>>[N+:7]([C:34]1[CH:28]=[C:33]2[C:32](=[CH:24][CH:25]=1)[CH2:31][CH:30]([N:1]1[CH2:6][CH2:5][O:4][CH2:3][CH2:2]1)[CH2:29]2)([O-:9])=[O:8] |f:2.3|. Procedure details: Morpholine (0.13 mL, 1.5 mmol) was added to a suspension of nitroindanone (177 mg, 1.00 mmol) in 10 mL of toluene. The mixture was heated to reflux with stirring. A dark solution was obtained, and water was seen collecting in the condenser. After 3 h the solution was cooled. An aliquot was evaporated to dryness and the enamine was verified by 1H NMR. A dark solid separated from the solution on cooling. The bulk reaction mixture was evaporated to remove most of the solvent. 5 mL of methanol was a... Starting materials: N1=CC=C(C=C1)NC(=O)C1=NC(=CN=C1N)Br (3-amino-6-bromo-pyrazine-2-carboxylic acid pyridin-4-ylamide), CC1(OB(OC1(C)C)C1=CC=C(S1)CN1CCCC1)C (1-[5-(4,4,5,5-tetramethyl-[1,3,2]dioxaborolan-2-yl)-thiophen-2-ylmethyl]-pyrrolidine). The product is N1=CC=C(C=C1)NC(=O)C1=NC(=CN=C1N)C=1SC(=CC1)CN1CCCC1 (3-Amino-6-(5-pyrrolidin-1-ylmethyl-thiophen-2-yl)-pyrazine-2-carboxylic acid pyridin-4-ylamide). As a reaction SMILES: [N:1]1[CH:6]=[CH:5][C:4]([NH:7][C:8]([C:10]2[C:15]([NH2:16])=[N:14][CH:13]=[C:12](Br)[N:11]=2)=[O:9])=[CH:3][CH:2]=1.CC1(C)C(C)(C)OB([C:26]2[S:30][C:29]([CH2:31][N:32]3[CH2:36][CH2:35][CH2:34][CH2:33]3)=[CH:28][CH:27]=2)O1>>[N:1]1[CH:6]=[CH:5][C:4]([NH:7][C:8]([C:10]2[C:15]([NH2:16])=[N:14][CH:13]=[C:12]([C:26]3[S:30][C:29]([CH2:31][N:32]4[CH2:36][CH2:35][CH2:34][CH2:33]4)=[CH:28][CH:27]=3)[N:11]=2)=[O:9])=[CH:3][CH:2]=1. Procedure: The reaction of 3-amino-6-bromo-pyrazine-2-carboxylic acid pyridin-4-ylamide (synthesis described for “A10”) with 1-[5-(4,4,5,5-tetramethyl-[1,3,2]dioxaborolan-2-yl)-thiophen-2-ylmethyl]-pyrrolidine gives the compound “A14”; Starting materials: Cc1ccc(-c2ccccc2C(=O)Nc2ccc(C(=O)N(C)c3ccccc3CO)cc2)cc1, ClC(Cl)Cl. Yields the product Cc1ccc(-c2ccccc2C(=O)Nc2ccc(C(=O)N(C)c3ccccc3C=O)cc2)cc1. RXN SMILES: [CH3:1][c:2]1[cH:3][cH:4][c:5](-[c:8]2[c:9]([C:14](=[O:15])[NH:16][c:17]3[cH:18][cH:19][c:20]([C:21](=[O:22])[N:23]([c:24]4[c:25]([CH2:30][OH:31])[cH:26][cH:27][cH:28][cH:29]4)[CH3:32])[cH:33][cH:34]3)[cH:10][cH:11][cH:12][cH:13]2)[cH:6][cH:7]1.[CH:35]([Cl:36])([Cl:37])[Cl:38]>>[CH3:1][c:2]1[cH:3][cH:4][c:5](-[c:8]2[c:9]([C:14](=[O:15])[NH:16][c:17]3[cH:18][cH:19][c:20]([C:21](=[O:22])[N:23]([c:24]4[c:25]([CH:30]=[O:31])[cH:26][cH:27][cH:28][cH:29]4)[CH3:32])[cH:33][cH:34]3)[cH:10][cH:11][cH:12][cH:13]2)[cH:6][cH:7]1. Starting materials: Cl (HCl), hydrochloride salt, COC=1C=C(C=C(C1OC)OC)C(CC(CCC1=CC=CC=C1)(C)NC([C@H]1NCCC1)=O)=O (L-proline, 1-[2-(3,4,5-trimethoxyphenyl)-2-oxoethyl] 1-methyl-3-phenylpropylamide). Solvent: CCOCC (Et2O). Product: Cl.COC=1C=C(C=C(C1OC)OC)C(CC(CCC1=CC=CC=C1)(C)NC([C@H]1NCCC1)=O)=O (L-Proline, 1-[2-(3,4,5-Trimethoxyphenyl)-2-Oxoethyl] 1-methyl-3-phenylpropylamide Hydrochloride). RXN SMILES: [ClH:1].[CH3:2][O:3][C:4]1[CH:5]=[C:6]([C:14](=[O:34])[CH2:15][C:16]([NH:26][C:27](=[O:33])[C@@H:28]2[CH2:32][CH2:31][CH2:30][NH:29]2)([CH3:25])[CH2:17][CH2:18][C:19]2[CH:24]=[CH:23][CH:22]=[CH:21][CH:20]=2)[CH:7]=[C:8]([O:12][CH3:13])[C:9]=1[O:10][CH3:11]>CCOCC>[ClH:1].[CH3:13][O:12][C:8]1[CH:7]=[C:6]([C:14](=[O:34])[CH2:15][C:16]([NH:26][C:27](=[O:33])[C@@H:28]2[CH2:32][CH2:31][CH2:30][NH:29]2)([CH3:25])[CH2:17][CH2:18][C:19]2[CH:20]=[CH:21][CH:22]=[CH:23][CH:24]=2)[CH:5]=[C:4]([O:3][CH3:2])[C:9]=1[O:10][CH3:11] |f:3.4|. Procedure: Following the procedure described in Example 120, the coupling of N-[2-(3,4,5-trimethoxyphenyl)-2-oxoethyl]-L-proline hydrochloride (250 mg, 0.69 mmol) and 1-methyl-3-phenylpropylamine (0.34 mL, 2.1 mmol) provided, after treatment with HCl in Et2O, 40 mg of the hydrochloride salt of L-proline, 1-[2-(3,4,5-trimethoxyphenyl)-2-oxoethyl] 1-methyl-3-phenylpropylamide as a foam. Starting materials: CC(=O)OI1(C=2C=CC=CC2C(=O)O1)(OC(=O)C)OC(=O)C (Dess-Martin periodinane), FC1(CC(N(C1)C(=O)OC(C)(C)C)(C(=O)NCC(CC(CC)(C)C)O)CC1=CC=C(C=C1)C1=NC=C(C=C1)F)F (tert-butyl 4,4-difluoro-2-[4-(5-fluoropyridin-2-yl)benzyl]-2-{[(2-hydroxy-4,4-dimethylhexyl)amino]carbonyl}pyrrolidine-1-carboxylate). The solvent is ClCCl (dichloromethane). Run at time 1 hour. Yields the product CC(CC(CNC(=O)C1(N(CC(C1)(F)F)C(=O)OC(C)(C)C)CC1=CC=C(C=C1)C1=NC=C(C=C1)F)=O)(CC)C (tert-butyl 2-{[(4,4-dimethyl-2-oxohexyl)amino]carbonyl}-4,4-difluoro-2-[4-(5-fluoropyridin-2-yl)benzyl]pyrrolidine-1-carboxylate). RXN SMILES: CC(OI1(OC(C)=O)(OC(C)=O)OC(=O)C2C=CC=CC1=2)=O.[F:23][C:24]1([F:62])[CH2:28][N:27]([C:29]([O:31][C:32]([CH3:35])([CH3:34])[CH3:33])=[O:30])[C:26]([CH2:48][C:49]2[CH:54]=[CH:53][C:52]([C:55]3[CH:60]=[CH:59][C:58]([F:61])=[CH:57][N:56]=3)=[CH:51][CH:50]=2)([C:36]([NH:38][CH2:39][CH:40]([OH:47])[CH2:41][C:42]([CH3:46])([CH3:45])[CH2:43][CH3:44])=[O:37])[CH2:25]1>ClCCl>[CH3:45][C:42]([CH3:46])([CH2:43][CH3:44])[CH2:41][C:40](=[O:47])[CH2:39][NH:38][C:36]([C:26]1([CH2:48][C:49]2[CH:50]=[CH:51][C:52]([C:55]3[CH:60]=[CH:59][C:58]([F:61])=[CH:57][N:56]=3)=[CH:53][CH:54]=2)[CH2:25][C:24]([F:62])([F:23])[CH2:28][N:27]1[C:29]([O:31][C:32]([CH3:33])([CH3:34])[CH3:35])=[O:30])=[O:37]. Procedure: Dess-Martin periodinane (304 mg, 0.72 mmol) was added to an ambient temperature solution of tert-butyl 4,4-difluoro-2-[4-(5-fluoropyridin-2-yl)benzyl]-2-{[(2-hydroxy-4,4-dimethylhexyl)amino]carbonyl}pyrrolidine-1-carboxylate (202 mg, 0.36 mmol) in dichloromethane (5 mL). After stirring at ambient temperature for 1 h, the reaction mixture was quenched with saturated aqueous sodium bicarbonate/saturated aqueous sodium thiosulfate (1:1) and extracted with ethyl acetate. The combined organic extract... Reactants: OCc1cncc(Cl)c1COC1CCCCO1, [H-], [Na+], CN(C)C=O. Yields the product CN(C)C(=O)OCc1cncc(Cl)c1COC1CCCCO1. As a reaction SMILES: [Cl:1][c:2]1[c:3]([CH2:10][O:11][CH:12]2[O:13][CH2:14][CH2:15][CH2:16][CH2:17]2)[c:4]([CH2:8][OH:9])[cH:5][n:6][cH:7]1.[H-:19].[Na+:18].[O:20]=[CH:21][N:22]([CH3:23])[CH3:24]>>[Cl:1][c:2]1[c:3]([CH2:10][O:11][CH:12]2[O:13][CH2:14][CH2:15][CH2:16][CH2:17]2)[c:4]([CH2:8][O:9][C:21](=[O:20])[N:22]([CH3:23])[CH3:24])[cH:5][n:6][cH:7]1. Reactants: [Cl-].[Na+] (sodium chloride), OC1=CC=C(C=C1)C=1N=C2N(C=C(C=C2)I)C1 (2-(4′-hydroxyphenyl)-6-iodoimidazo[1,2-a]pyridine), BrCCCO[Si](C)(C)C(C)(C)C (1-bromo-3-(t-butyldimethylsiloxy)propane), C([O-])([O-])=O.[K+].[K+] (potassium carbonate). The solvent is CN(C=O)C (dimethylformamide). Run at time 8 day. The product is O([Si](C)(C)C(C)(C)C)CCCOC1=CC=C(C=C1)C=1N=C2N(C=C(C=C2)I)C1 (2-[4′-(3″-t-butyldimethylsiloxypropoxy)phenyl]-6-iodoimidazo[1,2-a]pyridine). Yield: 50.3%. RXN SMILES: [OH:1][C:2]1[CH:7]=[CH:6][C:5]([C:8]2[N:9]=[C:10]3[CH:15]=[CH:14][C:13]([I:16])=[CH:12][N:11]3[CH:17]=2)=[CH:4][CH:3]=1.C(=O)([O-])[O-].[K+].[K+].Br[CH2:25][CH2:26][CH2:27][O:28][Si:29]([C:32]([CH3:35])([CH3:34])[CH3:33])([CH3:31])[CH3:30].[Cl-].[Na+]>CN(C)C=O>[O:28]([CH2:27][CH2:26][CH2:25][O:1][C:2]1[CH:3]=[CH:4][C:5]([C:8]2[N:9]=[C:10]3[CH:15]=[CH:14][C:13]([I:16])=[CH:12][N:11]3[CH:17]=2)=[CH:6][CH:7]=1)[Si:29]([C:32]([CH3:34])([CH3:33])[CH3:35])([CH3:30])[CH3:31] |f:1.2.3,5.6|. Procedure: 2.00 g (corresponding to 5.95 mmol) of 2-(4′-hydroxyphenyl)-6-iodoimidazo[1,2-a]pyridine was dissolved in 30.0 mL of dimethylformamide, and 2.47 g (corresponding to 17.9 mmol) of potassium carbonate was added. Then, 1.51 g (corresponding to 5.95 mmol) of 1-bromo-3-(t-butyldimethylsiloxy)propane was added thereto. After the reaction mixture was stirred at room temperature for 8 days, it was supplemented with a saturated sodium chloride aqueous solution, and extracted three times with ethyl acetat... The reactants are CN(C=O)C (dimethylformamide), Cl (hydrochloric acid), O=C(CCCCl)C=1C=C2CCC(NC2=CC1)=O (6-(1-oxo-4-chlorobutyl)-3,4-dihydrocarbostyril), [I].[Na] (sodium iodine). Run in CC(=O)C (acetone), CO (methanol), CC(=O)C (acetone), CC(=O)C (acetone). Run at time 5 hour. Yields the product Cl.O=C(CCCN1CCN(CC1)C1=CC=CC=C1)C=1C=C2CCC(NC2=CC1)=O (6-[1-oxo-4-(4-phenyl-1-piperazinyl)butyl]-3,4-dihydrocarbostyril monohydrochloride). RXN SMILES: [O:1]=[C:2]([C:7]1[CH:8]=[C:9]2[C:14](=[CH:15][CH:16]=1)[NH:13][C:12](=[O:17])[CH2:11][CH2:10]2)[CH2:3][CH2:4][CH2:5][Cl:6].[I].[Na].[CH3:20][N:21]([CH3:24])[CH:22]=O.Cl>CC(C)=O.CO>[ClH:6].[O:1]=[C:2]([C:7]1[CH:8]=[C:9]2[C:14](=[CH:15][CH:16]=1)[NH:13][C:12](=[O:17])[CH2:11][CH2:10]2)[CH2:3][CH2:4][CH2:5][N:13]1[CH2:14][CH2:22][N:21]([C:24]2[CH:16]=[CH:7][CH:2]=[CH:3][CH:4]=2)[CH2:20][CH2:12]1 |f:1.2,7.8,^1:17,18|. Procedure details: 5.0 Grams of 6-(1-oxo-4-chlorobutyl)-3,4-dihydrocarbostyril and 3.5 g of sodium iodine were mixed in 100 ml of acetone and the mixture was stirred at 40°-50° C. for 5 hours. Then 80 ml of dimethylformamide was added to the mixture and acetone was removed from the mixture by distillation under reduced pressure. To this reaction mixture, 5.0 g of 4-phenylpiperazine and 5 g of triethylamine were added and stirred at 70°-80° C. for 6 hours. The reaction mixture was concentrated under a reduced press... Starting materials: C1=CC=CC=2C3=CC=CC=C3C(C12)COC(=O)N[C@H](C(=O)O)CC1=C(NC2=CC=CC=C12)C1=CC(=CC=C1)OC ((S)-2-((((9H-fluoren-9-yl)methoxy)carbonyl)amino)-3-(2-(3-methoxyphenyl)-1H-indol-3-yl)propanoic acid), O (water), O (water), CO (MeOH). Run in C(C)#N (acetonitrile), C(C)#N (acetonitrile). Yields the product C1=CC=CC=2C3=CC=CC=C3C(C12)COC(=O)N[C@H](C(=O)O)CC1=C(NC2=CC=CC=C12)C1=CC=C(C=C1)OCCC ((S)-2-((((9H-fluoren-9-yl)methoxy)carbonyl)amino)-3-(2-(4-propoxyphenyl)-1H-indol-3-yl)propanoic acid). As a reaction SMILES: [CH:1]1[C:13]2[CH:12]([CH2:14][O:15][C:16]([NH:18][C@@H:19]([CH2:23][C:24]3[C:32]4[C:27](=[CH:28][CH:29]=[CH:30][CH:31]=4)[NH:26][C:25]=3C3C=CC=C(OC)C=3)[C:20]([OH:22])=[O:21])=[O:17])[C:11]3[C:6](=[CH:7][CH:8]=[CH:9][CH:10]=3)[C:5]=2[CH:4]=[CH:3][CH:2]=1.[CH3:41][OH:42].O>C(#N)C>[CH:6]1[C:11]2[CH:12]([CH2:14][O:15][C:16]([NH:18][C@@H:19]([CH2:23][C:24]3[C:32]4[C:27](=[CH:28][CH:29]=[CH:30][CH:31]=4)[NH:26][C:25]=3[C:1]3[CH:13]=[CH:5][C:41]([O:42][CH2:7][CH2:6][CH3:11])=[CH:3][CH:2]=3)[C:20]([OH:22])=[O:21])=[O:17])[C:13]3[C:1](=[CH:2][CH:3]=[CH:4][CH:5]=3)[C:10]=2[CH:9]=[CH:8][CH:7]=1. Procedure: (830 mg, 57%) was obtained from (S)-2-((((9H-fluoren-9-yl)methoxy)carbonyl)amino)-3-(1H-indol-3-yl)propanoic acid and 1-iodo-4-propoxybenzene using the procedure described for (S)-2-((((9H-fluoren-9-yl)methoxy)carbonyl)amino)-3-(2-(3-methoxyphenyl)-1H-indol-3-yl)propanoic acid. 1H NMR (400 MHz, chloroform-d) δ 8.14 (s, 1H), 7.83-7.59 (m, 3H), 7.54-7.12 (m, 11H), 6.93 (d, J=8.5 Hz, 2H), 5.43-5.12 (m, 1H), 4.71-4.53 (m, 1H), 4.29-4.05 (m, 3H), 3.88 (t, J=6.4 Hz, 2H), 3.63-3.41 (m, 2H), 1.79 (sxt, ...